From a dataset of the Open Reaction Database (ORD), a public repository of structured organic reaction records. describe an organic reaction: reactants, conditions, products, and yield Reactants: C(C1=CC=CC=C1)OC1=CC=C(OC2=CC=C(C=N2)OC[C@H](C)NC(OCC2=CC=CC=C2)=O)C=C1 (Benzyl {(S)-2-[6-(4-benzyloxyphenoxy)pyridin-3-yloxy]-1-methylethyl}carbamate), [H][H] (hydrogen). The reagents and catalysts are [Pd] (palladium on carbon). The solvent is C(C)O (ethanol). The product is N[C@H](COC=1C=CC(=NC1)OC1=CC=C(C=C1)O)C (4-[5((S)-2-Aminopropoxy)pyridin-2-yloxy]phenol). RXN SMILES: C([O:8][C:9]1[CH:36]=[CH:35][C:12]([O:13][C:14]2[N:19]=[CH:18][C:17]([O:20][CH2:21][C@@H:22]([NH:24]C(=O)OCC3C=CC=CC=3)[CH3:23])=[CH:16][CH:15]=2)=[CH:11][CH:10]=1)C1C=CC=CC=1.[H][H]>C(O)C.[Pd]>[NH2:24][C@@H:22]([CH3:23])[CH2:21][O:20][C:17]1[CH:16]=[CH:15][C:14]([O:13][C:12]2[CH:11]=[CH:10][C:9]([OH:8])=[CH:36][CH:35]=2)=[N:19][CH:18]=1. Procedure details: Benzyl {(S)-2-[6-(4-benzyloxyphenoxy)pyridin-3-yloxy]-1-methylethyl}carbamate (118 mg, 0.24 mmol) were hydrogenated in ethanol over 5% of palladium on carbon at 5 bar hydrogen pressure. The catalyst was filtered off and the filtrate was concentrated: Yield: 43 mg (68%), M+H+: 261.13. Reactants: C=CCNC(=O)Cc1c[nH]cn1, CS(=O)(=O)Nn1c(=O)[nH]c2cc([N+](=O)[O-])c(F)cc2c1=O. Product: C=CCNC(=O)Cc1cn(-c2cc3c(=O)n(NS(C)(=O)=O)c(=O)[nH]c3cc2[N+](=O)[O-])cn1. RXN SMILES: [CH2:22]([CH:23]=[CH2:24])[NH:25][C:26]([CH2:27][c:28]1[n:29][cH:30][nH:31][cH:32]1)=[O:33].[F:1][c:2]1[cH:3][c:4]2[c:5](=[O:21])[n:6]([NH:16][S:17](=[O:18])(=[O:19])[CH3:20])[c:7](=[O:15])[nH:8][c:9]2[cH:10][c:11]1[N+:12](=[O:13])[O-:14]>>[c:2]1(-[n:31]2[cH:30][n:29][c:28]([CH2:27][C:26]([NH:25][CH2:22][CH:23]=[CH2:24])=[O:33])[cH:32]2)[cH:3][c:4]2[c:5](=[O:21])[n:6]([NH:16][S:17](=[O:18])(=[O:19])[CH3:20])[c:7](=[O:15])[nH:8][c:9]2[cH:10][c:11]1[N+:12](=[O:13])[O-:14]. The reactants are CO, Cl, [Na+], [OH-], CC(C)CC(CO)N(Cc1cccc(NC(=O)Nc2csc(-c3ccncc3)n2)n1)C(=O)OC(C)(C)C. Yields the product CC(C)CC(CO)NCc1cccc(NC(=O)Nc2csc(-c3ccncc3)n2)n1. Reaction SMILES: [CH3:41][OH:42].[ClH:38].[Na+:40].[OH-:39].[OH:1][CH2:2][CH:3]([CH2:4][CH:5]([CH3:6])[CH3:7])[N:8]([C:9](=[O:10])[O:11][C:12]([CH3:13])([CH3:14])[CH3:15])[CH2:16][c:17]1[n:18][c:19]([NH:23][C:24](=[O:25])[NH:26][c:27]2[n:28][c:29](-[c:32]3[cH:33][cH:34][n:35][cH:36][cH:37]3)[s:30][cH:31]2)[cH:20][cH:21][cH:22]1>>[OH:1][CH2:2][CH:3]([CH2:4][CH:5]([CH3:6])[CH3:7])[NH:8][CH2:16][c:17]1[n:18][c:19]([NH:23][C:24](=[O:25])[NH:26][c:27]2[n:28][c:29](-[c:32]3[cH:33][cH:34][n:35][cH:36][cH:37]3)[s:30][cH:31]2)[cH:20][cH:21][cH:22]1. Starting materials: [Al+3], CCOCC, [H-], [H-], [H-], [H-], [Li+], [Na+], CC(CC#N)NCCCC1OCCO1, [OH-], O. The product is CC(CCN)NCCCC1OCCO1. RXN SMILES: [Al+3:2].[CH3:24][CH2:25][O:26][CH2:27][CH3:28].[H-:1].[H-:4].[H-:5].[H-:6].[Li+:3].[Na+:23].[O:7]1[CH:8]([CH2:12][CH2:13][CH2:14][NH:15][CH:16]([CH2:17][C:18]#[N:19])[CH3:20])[O:9][CH2:10][CH2:11]1.[OH-:22].[OH2:21]>>[O:7]1[CH:8]([CH2:12][CH2:13][CH2:14][NH:15][CH:16]([CH2:17][CH2:18][NH2:19])[CH3:20])[O:9][CH2:10][CH2:11]1.